Dataset: the Open Reaction Database (ORD), a public repository of structured organic reaction records. Task: describe an organic reaction: reactants, conditions, products, and yield Reactants: NC1=NC(=C(C(=C1C#N)C1=CC=C(C=C1)O)C#N)SCCN (2-amino-6-[(2-aminoethyl)sulfanyl]-4-(4-hydroxyphenyl)-3,5-pyridinedicarbonitrile), CN=C=O (methyl isocyanate). RXN SMILES: [NH2:1][C:2]1[C:7]([C:8]#[N:9])=[C:6]([C:10]2[CH:15]=[CH:14][C:13]([OH:16])=[CH:12][CH:11]=2)[C:5]([C:17]#[N:18])=[C:4]([S:19][CH2:20][CH2:21][NH2:22])[N:3]=1.[CH3:23][N:24]=[C:25]=[O:26]>CN(C=O)C>[NH2:1][C:2]1[N:3]=[C:4]([S:19][CH2:20][CH2:21][NH:22][C:25]([NH:24][CH3:23])=[O:26])[C:5]([C:17]#[N:18])=[C:6]([C:10]2[CH:11]=[CH:12][C:13]([OH:16])=[CH:14][CH:15]=2)[C:7]=1[C:8]#[N:9]. Solvent: CN(C)C=O (DMF). Yields the product NC1=C(C(=C(C(=N1)SCCNC(=O)NC)C#N)C1=CC=C(C=C1)O)C#N (N-(2-{[6-Amino-3,5-dicyano-4-(4-hydroxyphenyl)-2-pyridinyl]sulfanyl}ethyl)-N′-methylurea). Run at time 8 hour. Procedure details: 62.2 mg (0.2 mmol) of 2-amino-6-[(2-aminoethyl)sulfanyl]-4-(4-hydroxyphenyl)-3,5-pyridinedicarbonitrile are suspended in 0.4 ml of DMF, and 11.4 mg (0.2 mmol) of methyl isocyanate are added at room temperature. The mixture is stirred overnight, filtered and purified by preparative HPLC. Reactants: CC1=C(N=C(S1)C1=CC=CC=C1)COC1=NOC(=C1)COC1=C(C=CC=C1)CC(=O)OC (methyl 2-[2-[[3-[(5-methyl-2-phenyl-4-thiazolyl)methoxy]-5-isoxazolyl]methoxy]phenyl]acetate), O1CCCC1 (tetrahydrofuran), [OH-].[Na+] (sodium hydroxide), Cl (Hydrochloric acid). Solvent: CO (methanol), O (water). Reaction conditions: temperature 50 celsius, time 1 hour. Product: CC1=C(N=C(S1)C1=CC=CC=C1)COC1=NOC(=C1)COC1=C(C=CC=C1)CC(=O)O (2-[2-[[3-[(5-methyl-2-phenyl-4-thiazolyl)methoxy]-5-isoxazolyl]methoxy]phenyl]acetic acid). Isolated yield 93.8%. RXN SMILES: [CH3:1][C:2]1[S:6][C:5]([C:7]2[CH:12]=[CH:11][CH:10]=[CH:9][CH:8]=2)=[N:4][C:3]=1[CH2:13][O:14][C:15]1[CH:19]=[C:18]([CH2:20][O:21][C:22]2[CH:27]=[CH:26][CH:25]=[CH:24][C:23]=2[CH2:28][C:29]([O:31]C)=[O:30])[O:17][N:16]=1.O1CCCC1.[OH-].[Na+].Cl>O.CO>[CH3:1][C:2]1[S:6][C:5]([C:7]2[CH:12]=[CH:11][CH:10]=[CH:9][CH:8]=2)=[N:4][C:3]=1[CH2:13][O:14][C:15]1[CH:19]=[C:18]([CH2:20][O:21][C:22]2[CH:27]=[CH:26][CH:25]=[CH:24][C:23]=2[CH2:28][C:29]([OH:31])=[O:30])[O:17][N:16]=1 |f:2.3|. Procedure: To a mixture of methyl 2-[2-[[3-[(5-methyl-2-phenyl-4-thiazolyl)methoxy]-5-isoxazolyl]methoxy]phenyl]acetate (0.44 g), tetrahydrofuran (3 mL) and methanol (3 mL) was added a 1N aqueous sodium hydroxide solution (3 mL) and the mixture was stirred at 50° C. for 1 hr. 1N Hydrochloric acid (3 mL) and water were added to the reaction mixture, and the precipitated crystals were collected by filtration and dried with air to give crystals (0.40 g, 93%) of 2-[2-[[3-[(5-methyl-2-phenyl-4-thiazolyl)methoxy... Reactants: C(C1=CC=CC=C1)(=O)C=1C=CC=C2C(C(NC12)=O)C (7-benzoyl-3-methylindolin-2-one), [OH-].[Na+] (sodium hydroxide), [OH-].[Na+] (sodium hydroxide). Run in O (water). The product is O.NC1=C(C=CC=C1C(C1=CC=CC=C1)=O)C(C(=O)[O-])C.[Na+] (Sodium 2-amino-3-benzoyl-α-methylphenylacetate Hydrate). Reaction SMILES: [C:1]([C:9]1[CH:10]=[CH:11][CH:12]=[C:13]2[C:17]=1[NH:16][C:15](=[O:18])[CH:14]2[CH3:19])(=[O:8])[C:2]1[CH:7]=[CH:6][CH:5]=[CH:4][CH:3]=1.[OH-:20].[Na+:21]>O>[OH2:8].[NH2:16][C:17]1[C:9]([C:1](=[O:8])[C:2]2[CH:7]=[CH:6][CH:5]=[CH:4][CH:3]=2)=[CH:10][CH:11]=[CH:12][C:13]=1[CH:14]([CH3:19])[C:15]([O-:20])=[O:18].[Na+:21] |f:1.2,4.5.6|. Procedure details: A suspension of 9 g. (0.036 mole) of 7-benzoyl-3-methylindolin-2-one in 100 ml. of 3N sodium hydroxide was refluxed for 18 hrs. under nitrogen. The mixture was filtered and stripped under water pump vacuum to yield a gummy mixture of sodium hydroxide, water, and product. The mixture was triturated with boiling isopropanol and filtered. The isopropanol solution was cooled and filtered to separate the bright yellow product. The product weighed 4.0 g. and melted at 218° C. (dec.) Yields the product FC(F)(F)c1cccc(-c2cn(CCN3CCCCC3)nc2OCc2ccccc2)c1. RXN SMILES: [C:14](=[O:15])([O-:16])[O-:17].[CH2:20]([c:21]1[cH:22][cH:23][cH:24][cH:25][cH:26]1)[O:27][c:28]1[n:29][n:30]([CH2:34][CH2:35][N:36]2[CH2:37][CH2:38][CH2:39][CH2:40][CH2:41]2)[cH:31][c:32]1[Br:33].[CH3:129][CH2:130][O:131][C:132](=[O:133])[CH3:134].[CH3:42][CH2:43][OH:44].[CH3:45][c:46]1[cH:47][cH:48][cH:49][cH:50][cH:51]1.[F:1][C:2]([c:3]1[cH:4][c:5]([B:9]([OH:10])[OH:11])[cH:6][cH:7][cH:8]1)([F:12])[F:13].[K+:18].[K+:19].[cH:52]1[cH:53][cH:54][c:55]([P:56]([Pd:57]([P:58]([c:59]2[cH:60][cH:61][cH:62][cH:63][cH:64]2)([c:65]2[cH:66][cH:67][cH:68][cH:69][cH:70]2)[c:71]2[cH:72][cH:73][cH:74][cH:75][cH:76]2)([P:77]([c:78]2[cH:79][cH:80][cH:81][cH:82][cH:83]2)([c:84]2[cH:85][cH:86][cH:87][cH:88][cH:89]2)[c:90]2[cH:91][cH:92][cH:93][cH:94][cH:95]2)[P:96]([c:97]2[cH:98][cH:99][cH:100][cH:101][cH:102]2)([c:103]2[cH:104][cH:105][cH:106][cH:107][cH:108]2)[c:109]2[cH:110][cH:111][cH:112][cH:113][cH:114]2)([c:115]2[cH:116][cH:117][cH:118][cH:119][cH:120]2)[c:121]2[cH:122][cH:123][cH:124][cH:125][cH:126]2)[cH:127][cH:128]1>>[F:1][C:2]([c:3]1[cH:4][c:5](-[c:32]2[c:28]([O:27][CH2:20][c:21]3[cH:22][cH:23][cH:24][cH:25][cH:26]3)[n:29][n:30]([CH2:34][CH2:35][N:36]3[CH2:37][CH2:38][CH2:39][CH2:40][CH2:41]3)[cH:31]2)[cH:6][cH:7][cH:8]1)([F:12])[F:13]. Reactants: O=C([O-])[O-], Brc1cn(CCN2CCCCC2)nc1OCc1ccccc1, CCOC(C)=O, CCO, Cc1ccccc1, OB(O)c1cccc(C(F)(F)F)c1, [K+], [K+], c1ccc(P(c2ccccc2)(c2ccccc2)[Pd](P(c2ccccc2)(c2ccccc2)c2ccccc2)(P(c2ccccc2)(c2ccccc2)c2ccccc2)P(c2ccccc2)(c2ccccc2)c2ccccc2)cc1. Reactants: O1CCOCC1 (1,4-dioxane), BrC=1C2=C(C(=NC1C#N)N[C@H](C)C1CCC1)N(C=N2)CC2=CC=C(C=C2)C(F)(F)F ((R)-7-bromo-4-((1-cyclobutylethyl)amino)-3-(4-(trifluoromethyl)benzyl)-3H-imidazo[4,5-c]pyridine-6-carbonitrile), CB(O)O (methylboronic acid), P(=O)([O-])([O-])[O-].[K+].[K+].[K+] (potassium phosphate). Reagents/catalysts: [Pd](Cl)Cl.C1(=CC=CC=C1)P([C-]1C=CC=C1)C1=CC=CC=C1.[C-]1(C=CC=C1)P(C1=CC=CC=C1)C1=CC=CC=C1.[Fe+2].C(Cl)(Cl)Cl (1,1′-Bis(diphenylphosphino)ferrocene-palladium(II)dichloride chloroform). Solvent: O (water). Reaction conditions: temperature 120 celsius. Product: C1(CCC1)[C@@H](C)NC1=NC(=C(C2=C1N(C=N2)CC2=CC=C(C=C2)C(F)(F)F)C)C#N ((R)-4-((1-cyclobutylethyl)amino)-7-methyl-3-(4-(trifluoromethyl)benzyl)-3H-imidazo[4,5-c]pyridine-6-carbonitrile). Reaction SMILES: Br[C:2]1[C:3]2[N:19]=[CH:18][N:17]([CH2:20][C:21]3[CH:26]=[CH:25][C:24]([C:27]([F:30])([F:29])[F:28])=[CH:23][CH:22]=3)[C:4]=2[C:5]([NH:10][C@@H:11]([CH:13]2[CH2:16][CH2:15][CH2:14]2)[CH3:12])=[N:6][C:7]=1[C:8]#[N:9].[CH3:31]B(O)O.P([O-])([O-])([O-])=O.[K+].[K+].[K+].O1CCOCC1>[Pd](Cl)Cl.C1(P(C2C=CC=CC=2)[C-]2C=CC=C2)C=CC=CC=1.[C-]1(P(C2C=CC=CC=2)C2C=CC=CC=2)C=CC=C1.[Fe+2].C(Cl)(Cl)Cl.O>[CH:13]1([C@H:11]([NH:10][C:5]2[C:4]3[N:17]([CH2:20][C:21]4[CH:22]=[CH:23][C:24]([C:27]([F:28])([F:30])[F:29])=[CH:25][CH:26]=4)[CH:18]=[N:19][C:3]=3[C:2]([CH3:31])=[C:7]([C:8]#[N:9])[N:6]=2)[CH3:12])[CH2:16][CH2:15][CH2:14]1 |f:2.3.4.5,7.8.9.10.11|. Reported procedure: To a vial containing (R)-7-bromo-4-((1-cyclobutylethyl)amino)-3-(4-(trifluoromethyl)benzyl)-3H-imidazo[4,5-c]pyridine-6-carbonitrile (65 mg, 0.14 mmol), methylboronic acid (16.3 mg, 0.3 mmol), 1,1′-Bis(diphenylphosphino)ferrocene-palladium(II)dichloride-chloroform adduct (11.1 mg, 0.014 mmol) and potassium phosphate (87 mg, 0.41 mmol) was added 1,4-dioxane (800 ul) and water (200 uL). The vial was evacuated and refilled with Ar (3×). The solution was heated to 120° C. for 10 minutes under microw... Starting materials: C(C1=CC=CC=C1)OC(=O)N1C[C@H]([C@@H](C1)C(F)(F)F)CN1C(C=2C(C1=O)=CC=CC2)=O (trans-1-benzyloxycarbonyl-3-phthalimidomethyl-4-trifluoromethylpyrrolidine), O.NN (hydrazine monohydrate). Run in CO (methanol). Reaction conditions: time 12 hour. Yields the product C(C1=CC=CC=C1)OC(=O)N1C[C@H]([C@@H](C1)C(F)(F)F)CN (Trans-1-benzyloxycarbonyl-3-aminomethyl-4-trifluoromethylpyrrolidine). Isolated yield 90.3%. RXN SMILES: [CH2:1]([O:8][C:9]([N:11]1[CH2:15][C@@H:14]([C:16]([F:19])([F:18])[F:17])[C@H:13]([CH2:20][N:21]2C(=O)C3=CC=CC=C3C2=O)[CH2:12]1)=[O:10])[C:2]1[CH:7]=[CH:6][CH:5]=[CH:4][CH:3]=1.O.NN>CO>[CH2:1]([O:8][C:9]([N:11]1[CH2:15][C@@H:14]([C:16]([F:19])([F:17])[F:18])[C@H:13]([CH2:20][NH2:21])[CH2:12]1)=[O:10])[C:2]1[CH:3]=[CH:4][CH:5]=[CH:6][CH:7]=1 |f:1.2|. Procedure: In 150 ml of methanol, is dissolved 9.33 g (21.6 mmol) of trans-1-benzyloxycarbonyl-3-phthalimidomethyl-4-trifluoromethylpyrrolidine. To the above solution, is added 2.1 ml (43.2 mmol) of hydrazine monohydrate, and the mixture is stirred at room temperature for 12 hours. The resulting precipitate is removed by filtration, and the filtrate is concentrated under reduced pressure. The residue is dissolved in dichloromethane and washed with water. The washed solution is dried over anhydrous magnesiu...